describe an organic reaction: reactants, conditions, products, and yield From a dataset of the Open Reaction Database (ORD), a public repository of structured organic reaction records. Starting materials: ClC=1C(=NN(C1OC(F)F)C)C=1C(=CC(=C(C(=O)Cl)C1)Cl)Cl (5-(4-chloro-5-difluoromethoxy-1-methyl-1H-pyrazol-3-yl)-2,4-dichlorobenzoyl chloride), N1(C(CCC1)=O)CCO (2-(2-pyrrolidon-1-yl)ethanol). Solvent: N1=CC=CC=C1 (pyridine). Yields the product ClC=1C(=NN(C1OC(F)F)C)C=1C(=CC(=C(C(=O)OCCN2C(CCC2)=O)C1)Cl)Cl (2-(2-Pyrrolidon-1-yl)ethyl 5-(4-Chloro-5-difluoromethoxy-1-methyl-1H-pyrazol-3-yl)-2,4-dichlorobenzoate). As a reaction SMILES: [Cl:1][C:2]1[C:3]([C:12]2[C:13]([Cl:22])=[CH:14][C:15]([Cl:21])=[C:16]([CH:20]=2)[C:17](Cl)=[O:18])=[N:4][N:5]([CH3:11])[C:6]=1[O:7][CH:8]([F:10])[F:9].[N:23]1([CH2:29][CH2:30][OH:31])[CH2:27][CH2:26][CH2:25][C:24]1=[O:28]>N1C=CC=CC=1>[Cl:1][C:2]1[C:3]([C:12]2[C:13]([Cl:22])=[CH:14][C:15]([Cl:21])=[C:16]([CH:20]=2)[C:17]([O:31][CH2:30][CH2:29][N:23]2[CH2:27][CH2:26][CH2:25][C:24]2=[O:28])=[O:18])=[N:4][N:5]([CH3:11])[C:6]=1[O:7][CH:8]([F:10])[F:9]. Reported procedure: A solution of 1 g (2.6 mmol) of 5-(4-chloro-5-difluoromethoxy-1-methyl-1H-pyrazol-3-yl)-2,4-dichlorobenzoyl chloride and 0.5 g (3.8 mmol) of 2-(2-pyrrolidon-1-yl)ethanol in 20 ml of pyridine was stirred for approximately 15 hours, whereupon the reaction mixture was concentrated. The residue was treated with 10 ml of water and 20 ml of ethyl acetate. The organic phase was then separated off, dried over magnesium sulfate and concentrated. The crude product was purified by column chromatography on ... The reactants are Brc1cccc(I)c1, CCOC(=O)C(=NC(=O)OC(C)(C)C)C(F)(F)F, C1CCOC1, CC(C)[Mg+], [Cl-]. Product: CCOC(=O)C(NC(=O)OC(C)(C)C)(c1cccc(Br)c1)C(F)(F)F. As a reaction SMILES: [Br:1][c:2]1[cH:3][c:4]([I:8])[cH:5][cH:6][cH:7]1.[CH2:14]([CH3:15])[O:16][C:17]([C:18]([C:19]([F:20])([F:21])[F:22])=[N:23][C:24](=[O:25])[O:26][C:27]([CH3:28])([CH3:29])[CH3:30])=[O:31].[CH2:32]1[O:33][CH2:34][CH2:35][CH2:36]1.[CH:10]([Mg+:11])([CH3:12])[CH3:13].[Cl-:9]>>[Br:1][c:2]1[cH:3][c:4]([C:18]([C:17]([O:16][CH2:14][CH3:15])=[O:31])([C:19]([F:20])([F:21])[F:22])[NH:23][C:24](=[O:25])[O:26][C:27]([CH3:28])([CH3:29])[CH3:30])[cH:5][cH:6][cH:7]1.